From a dataset of the Open Reaction Database (ORD), a public repository of structured organic reaction records. describe an organic reaction: reactants, conditions, products, and yield The reactants are CS(=O)(=O)OCC1CC1, Nc1nc[nH]n1. Product: Nc1ncn(CC2CC2)n1. RXN SMILES: [CH:7]1([CH2:10][O:11][S:12]([CH3:13])(=[O:14])=[O:15])[CH2:8][CH2:9]1.[NH2:1][c:2]1[n:3][nH:4][cH:5][n:6]1>>[NH2:1][c:2]1[n:3][n:4]([CH2:10][CH:7]2[CH2:8][CH2:9]2)[cH:5][n:6]1. Starting materials: CCC(C)C(Cl)C(=O)Cl, O=C(O)c1ccc(O)cc1. Yields the product CCC(C)C(Cl)C(=O)Oc1ccc(C(=O)O)cc1. As a reaction SMILES: [Cl:11][CH:12]([C:13](=[O:14])[Cl:15])[CH:16]([CH2:17][CH3:18])[CH3:19].[OH:1][c:2]1[cH:3][cH:4][c:5]([C:6](=[O:7])[OH:8])[cH:9][cH:10]1>>[O:1]([c:2]1[cH:3][cH:4][c:5]([C:6](=[O:7])[OH:8])[cH:9][cH:10]1)[C:13]([CH:12]([Cl:11])[CH:16]([CH2:17][CH3:18])[CH3:19])=[O:14].